From a dataset of the Open Reaction Database (ORD), a public repository of structured organic reaction records. describe an organic reaction: reactants, conditions, products, and yield The reactants are O=C([O-])[O-], CC(C)CC(C(=O)OCC1CC1)c1ccc(N)c(OCC2CC2)c1, ClC(Cl)Cl, O=C1CCC(=O)N1Cl, [K+], [K+]. The product is CC(C)CC(C(=O)OCC1CC1)c1cc(Cl)c(N)c(OCC2CC2)c1. Reaction SMILES: [C:33](=[O:34])([O-:35])[O-:36].[CH:1]1([CH2:4][O:5][C:6]([CH:7]([CH2:8][CH:9]([CH3:10])[CH3:11])[c:12]2[cH:13][c:14]([O:19][CH2:20][CH:21]3[CH2:22][CH2:23]3)[c:15]([NH2:18])[cH:16][cH:17]2)=[O:24])[CH2:2][CH2:3]1.[CH:39]([Cl:40])([Cl:41])[Cl:42].[Cl:25][N:26]1[C:27](=[O:28])[CH2:29][CH2:30][C:31]1=[O:32].[K+:37].[K+:38]>>[CH:1]1([CH2:4][O:5][C:6]([CH:7]([CH2:8][CH:9]([CH3:10])[CH3:11])[c:12]2[cH:13][c:14]([O:19][CH2:20][CH:21]3[CH2:22][CH2:23]3)[c:15]([NH2:18])[c:16]([Cl:25])[cH:17]2)=[O:24])[CH2:2][CH2:3]1. Reactants: COCCBr, CN(C)C=O, Oc1ccc(F)c(F)c1, [H-], [Na+], O. The product is COCCOc1ccc(F)c(F)c1. Reaction SMILES: [Br:12][CH2:13][CH2:14][O:15][CH3:16].[CH3:18][N:19]([CH3:20])[CH:21]=[O:22].[F:1][c:2]1[cH:3][c:4]([OH:9])[cH:5][cH:6][c:7]1[F:8].[H-:10].[Na+:11].[OH2:17]>>[F:1][c:2]1[cH:3][c:4]([O:9][CH2:13][CH2:14][O:15][CH3:16])[cH:5][cH:6][c:7]1[F:8]. Reactants: C(C)(=O)C1=CC2=C(N(C=N2)C2=CC(=CC=C2)N2CCN(CC2)C(C)=O)C=C1 (5-acetyl-1-(3-(1-acetylpiperazin-4-yl)phenyl)benzimidazole), [OH-].[Na+] (sodium hydroxide). Run in C(OC)COC (dimethoxyethane). Reaction conditions: temperature 80 celsius. Yields the product C(C)(=O)C1=CC2=C(N(C=N2)C2=CC(=CC=C2)N2CCNCC2)C=C1 (5-acetyl-1-(3-(piperazin-1-yl)phenyl)benzimidazole). Isolated yield 65.3%. As a reaction SMILES: [C:1]([C:4]1[CH:27]=[CH:26][C:7]2[N:8]([C:11]3[CH:16]=[CH:15][CH:14]=[C:13]([N:17]4[CH2:22][CH2:21][N:20](C(=O)C)[CH2:19][CH2:18]4)[CH:12]=3)[CH:9]=[N:10][C:6]=2[CH:5]=1)(=[O:3])[CH3:2].[OH-].[Na+]>C(COC)OC>[C:1]([C:4]1[CH:27]=[CH:26][C:7]2[N:8]([C:11]3[CH:16]=[CH:15][CH:14]=[C:13]([N:17]4[CH2:22][CH2:21][NH:20][CH2:19][CH2:18]4)[CH:12]=3)[CH:9]=[N:10][C:6]=2[CH:5]=1)(=[O:3])[CH3:2] |f:1.2|. Reported procedure: To a solution of 5-acetyl-1-(3-(1-acetylpiperazin-4-yl)phenyl)benzimidazole (see Example 12) (8.3 g, 23.0 mmol) in dimethoxyethane (140 ml) was added aqueous sodium hydroxide (70 ml, 1M) and the mixture was heated to 80° C. overnight. The organic solvent was removed under reduced pressure and the residue was diluted with water and extracted with dichloromethane. The organic phase was concentrated and purified by column-chromatography on silica gel using a mixture of dichloromethane, methanol and... The reactants are CCOC(=O)c1cc(CC)n(C)n1, [NH4+], [OH-]. Product: CCc1cc(C(N)=O)nn1C. Reaction SMILES: [CH2:1]([CH3:2])[c:3]1[cH:4][c:5]([C:9]([O:11][CH2:10][CH3:12])=[O:13])[n:6][n:7]1[CH3:8].[NH4+:14].[OH-:15]>>[CH2:1]([CH3:2])[c:3]1[cH:4][c:5]([C:9](=[O:11])[NH2:14])[n:6][n:7]1[CH3:8]. Procedure details: To a mixture of 2,4-dichloro-5-iodo-7-tosyl-7H-pyrrolo[2,3-d]pyrimidine (0.6 g, 1.28 mmol) in nBuOH (2 mL) was added methylamine (2M THF, 0.77 mL, 1.54 mmol) and DIPEA (0.274 mL, 1.54 mmol). After stirring at ambient temperature for 1 h, the resulting precipitate was collected by filtration to give 2-chloro-N-methyl-5-iodo-7-tosyl-7H-pyrrolo[2,3-d]pyrimidin-4-amine (0.275 g). Reactants: CN (methylamine), CCN(C(C)C)C(C)C (DIPEA), ClC=1N=C(C2=C(N1)N(C=C2I)S(=O)(=O)C2=CC=C(C)C=C2)Cl (2,4-dichloro-5-iodo-7-tosyl-7H-pyrrolo[2,3-d]pyrimidine). Product: ClC=1N=C(C2=C(N1)N(C=C2I)S(=O)(=O)C2=CC=C(C)C=C2)NC (2-chloro-N-methyl-5-iodo-7-tosyl-7H-pyrrolo[2,3-d]pyrimidin-4-amine). As a reaction SMILES: [Cl:1][C:2]1[N:3]=[C:4](Cl)[C:5]2[C:10]([I:11])=[CH:9][N:8]([S:12]([C:15]3[CH:21]=[CH:20][C:18]([CH3:19])=[CH:17][CH:16]=3)(=[O:14])=[O:13])[C:6]=2[N:7]=1.CN.C[CH2:26][N:27](C(C)C)C(C)C>C(O)CCC>[Cl:1][C:2]1[N:3]=[C:4]([NH:27][CH3:26])[C:5]2[C:10]([I:11])=[CH:9][N:8]([S:12]([C:15]3[CH:21]=[CH:20][C:18]([CH3:19])=[CH:17][CH:16]=3)(=[O:14])=[O:13])[C:6]=2[N:7]=1. Yield: 46.4%. Conditions: time 1 hour. Run in C(CCC)O (nBuOH). Starting materials: CO, O, O=C(C=Cc1ccn(S(=O)(=O)Cc2ccccc2)c1)NO, O=C(C=Cc1ccn(S(=O)(=O)c2ccc(-c3ccccc3)cc2)c1)NOC1CCCCO1. Product: O=C(C=Cc1ccn(S(=O)(=O)c2ccc(-c3ccccc3)cc2)c1)NO. Reaction SMILES: [CH3:55][OH:56].[OH2:54].[OH:1][NH:2][C:3](=[O:4])[CH:5]=[CH:6][c:7]1[cH:8][cH:9][n:10]([S:11]([CH2:12][c:13]2[cH:14][cH:15][cH:16][cH:17][cH:18]2)(=[O:19])=[O:20])[cH:21]1.[c:22]1(-[c:48]2[cH:49][cH:50][cH:51][cH:52][cH:53]2)[cH:23][cH:24][c:25]([S:28](=[O:29])(=[O:30])[n:31]2[cH:32][c:33]([CH:36]=[CH:37][C:38](=[O:39])[NH:40][O:41][CH:42]3[CH2:43][CH2:44][CH2:45][CH2:46][O:47]3)[cH:34][cH:35]2)[cH:26][cH:27]1>>[c:22]1(-[c:48]2[cH:49][cH:50][cH:51][cH:52][cH:53]2)[cH:23][cH:24][c:25]([S:28](=[O:29])(=[O:30])[n:31]2[cH:32][c:33]([CH:36]=[CH:37][C:38](=[O:39])[NH:40][OH:41])[cH:34][cH:35]2)[cH:26][cH:27]1. Reactants: C[Si](C)(C)[N-][Si](C)(C)C.[Li+] (Lithium bis(trimethysilyl)amide), C(C1=CC=CC=C1)C1N(C(C2=CC=C(C=C12)OC)=O)C(=O)OC(C)(C)C (tert-butyl 3-benzyl-5-methoxy-1-oxoisoindoline-2-carboxylate), IC (iodomethane). The solvent is C1CCOC1 (THF). Run at temperature -78 celsius, time 1 hour. Yields the product C(C1=CC=CC=C1)C1(N(C(C2=CC=C(C=C12)OC)=O)C(=O)OC(C)(C)C)C (tert-Butyl 1-benzyl-6-methoxy-1-methyl-3-oxoisoindoline-2-carboxylate). Yield: 81.0%. As a reaction SMILES: C[Si]([N-][Si](C)(C)C)(C)C.[Li+].[CH2:11]([CH:18]1[C:26]2[C:21](=[CH:22][CH:23]=[C:24]([O:27][CH3:28])[CH:25]=2)[C:20](=[O:29])[N:19]1[C:30]([O:32][C:33]([CH3:36])([CH3:35])[CH3:34])=[O:31])[C:12]1[CH:17]=[CH:16][CH:15]=[CH:14][CH:13]=1.I[CH3:38]>C1COCC1>[CH2:11]([C:18]1([CH3:38])[C:26]2[C:21](=[CH:22][CH:23]=[C:24]([O:27][CH3:28])[CH:25]=2)[C:20](=[O:29])[N:19]1[C:30]([O:32][C:33]([CH3:36])([CH3:35])[CH3:34])=[O:31])[C:12]1[CH:13]=[CH:14][CH:15]=[CH:16][CH:17]=1 |f:0.1|. Procedure: Lithium bis(trimethysilyl)amide (5.04 mL, 5.04 mmol, 1 M in THF) was added to a solution of the tert-butyl 3-benzyl-5-methoxy-1-oxoisoindoline-2-carboxylate (example 1.3, 890 mg, 2.52 mmol) in THF (8 mL) at −78° C. After stirring the solution at −78° C. for 1 hr, iodomethane (465 mg, 3.27 mmol) was added, this was stirred at −78° C. for 1.5 hours. LC/MS showed complete conversion. Quenched the reaction mixture with saturated NaCl solution, then extracted with ethyl acetate, the combined organic ... The reactants are CCOC(=O)c1c(NCCC(=O)c2ccccc2)c2ccc(F)cc2n1C(=O)OC(C)(C)C, ClCCl, CCOC(C)=O. The product is CCOC(=O)c1[nH]c2cc(F)ccc2c1NCCC(=O)c1ccccc1. RXN SMILES: [CH2:1]([C:2](=[O:3])[c:4]1[cH:5][cH:6][cH:7][cH:8][cH:9]1)[CH2:10][NH:11][c:12]1[c:13]([C:29](=[O:30])[O:31][CH2:32][CH3:33])[n:14]([C:22]([O:23][C:24]([CH3:25])([CH3:26])[CH3:27])=[O:28])[c:15]2[cH:16][c:17]([F:21])[cH:18][cH:19][c:20]12.[CH2:34]([Cl:35])[Cl:36].[CH3:37][CH2:38][O:39][C:40](=[O:41])[CH3:42]>>[CH2:1]([C:2](=[O:3])[c:4]1[cH:5][cH:6][cH:7][cH:8][cH:9]1)[CH2:10][NH:11][c:12]1[c:13]([C:29](=[O:30])[O:31][CH2:32][CH3:33])[nH:14][c:15]2[cH:16][c:17]([F:21])[cH:18][cH:19][c:20]12.